describe an organic reaction: reactants, conditions, products, and yield From a dataset of the Open Reaction Database (ORD), a public repository of structured organic reaction records. Starting materials: O=C([O-])[O-], C[Si](C)(C)C#Cc1ccc2[nH]c(C3CCCCN3C(=O)OCc3ccccc3)nc2c1, CO, [K+], [K+]. Product: C#Cc1ccc2[nH]c(C3CCCCN3C(=O)OCc3ccccc3)nc2c1. RXN SMILES: [C:32](=[O:33])([O-:34])[O-:35].[CH2:1]([c:2]1[cH:3][cH:4][cH:5][cH:6][cH:7]1)[O:8][C:9](=[O:10])[N:11]1[CH:12]([c:17]2[n:18][c:19]3[c:20]([nH:21]2)[cH:22][cH:23][c:24]([C:26]#[C:27][Si:28]([CH3:29])([CH3:30])[CH3:31])[cH:25]3)[CH2:13][CH2:14][CH2:15][CH2:16]1.[CH3:38][OH:39].[K+:36].[K+:37]>>[CH2:1]([c:2]1[cH:3][cH:4][cH:5][cH:6][cH:7]1)[O:8][C:9](=[O:10])[N:11]1[CH:12]([c:17]2[n:18][c:19]3[c:20]([nH:21]2)[cH:22][cH:23][c:24]([C:26]#[CH:27])[cH:25]3)[CH2:13][CH2:14][CH2:15][CH2:16]1.